Task: describe an organic reaction: reactants, conditions, products, and yield. Dataset: the Open Reaction Database (ORD), a public repository of structured organic reaction records The reactants are C(C)OC(=O)C1CC2CCCC(C1)N2CC2=CC=CC=C2 (ethyl-N-benzyl-9-azabicyclo[3.3.1]nonane-3-carboxylate), C(=O)[O-].[NH4+] (ammonium formate), C(=O)[O-].[NH4+] (ammonium formate). Reagents/catalysts: [Pd] (palladium-on-carbon), catalyst. The solvent is C(C)O (ethanol). The product is C(C)OC(=O)C1CC2CCCC(C1)N2 (Ethyl-9-azabicyclo[3.3.1]nonane-3-carboxylate). Reaction SMILES: [CH2:1]([O:3][C:4]([CH:6]1[CH2:13][CH:12]2[N:14](CC3C=CC=CC=3)[CH:8]([CH2:9][CH2:10][CH2:11]2)[CH2:7]1)=[O:5])[CH3:2].C([O-])=O.[NH4+]>[Pd].C(O)C>[CH2:1]([O:3][C:4]([CH:6]1[CH2:7][CH:8]2[NH:14][CH:12]([CH2:11][CH2:10][CH2:9]2)[CH2:13]1)=[O:5])[CH3:2] |f:1.2|. Procedure: To a 125 mL round-bottomed flask equipped with a condenser and N2 inlet were added 8.14 g (28.36 mmol) ethyl-N-benzyl-9-azabicyclo[3.3.1]nonane-3-carboxylate, 60 mL ethanol, 8.93 g (141.8 mmol) ammonium formate, and 5 g 10% palladium-on-carbon. The reaction was refluxed and fresh catalyst and ammonium formate were added until the starting material disappeared (about 4 hr, a total of 8 g catalyst). The reaction was cooled, filtered through diatomaceous earth (Celite [trademark]), and evaporated. ... The reactants are BrCC([C@H]1CC[C@H]2[C@@H]3CC[C@H]4C[C@@H](CC[C@]4(C)[C@H]3C(C[C@]12C)=O)O)=O (21-Bromo-3α-hydroxy-5α-pregnane-11,20-dione), CC(=O)C.OS(=O)(=O)O.O=[Cr](=O)=O (Jones reagent). The solvent is CC(=O)C (acetone). Run at time 10 minute. Product: BrCC([C@H]1CC[C@H]2[C@@H]3CC[C@H]4CC(CC[C@]4(C)[C@H]3C(C[C@]12C)=O)=O)=O (21-Bromo-5α-pregnane-3,11,20-trione). Yield: 85.4%. RXN SMILES: [Br:1][CH2:2][C:3](=[O:25])[C@@H:4]1[C@:21]2([CH3:22])[C@H:7]([C@H:8]3[C@H:18]([C:19](=[O:23])[CH2:20]2)[C@:16]2([CH3:17])[C@H:11]([CH2:12][C@H:13]([OH:24])[CH2:14][CH2:15]2)[CH2:10][CH2:9]3)[CH2:6][CH2:5]1.CC(C)=O.OS(O)(=O)=O.O=[Cr](=O)=O>CC(C)=O>[Br:1][CH2:2][C:3](=[O:25])[C@@H:4]1[C@:21]2([CH3:22])[C@H:7]([C@H:8]3[C@H:18]([C:19](=[O:23])[CH2:20]2)[C@:16]2([CH3:17])[C@H:11]([CH2:12][C:13](=[O:24])[CH2:14][CH2:15]2)[CH2:10][CH2:9]3)[CH2:6][CH2:5]1 |f:1.2.3|. Procedure: 21-Bromo-3α-hydroxy-5α-pregnane-11,20-dione (412 mg.) in acetone (20 ml) was stirred during dropwise addition of Jones reagent (0.4 ml) at room temperature. After 10 minutes, the reaction mixture was poured onto water extracted with chloroform and the combined chloroform extract was washed with water, dried (MgSO4) and evaporated. The residue was crystallised from ether/petrol to give title compound (350 mg) as white microcrystals 170°, [α]D + 132° (c 1.1). Reactants: CC(C)(C)[Si](C)(C)Cl, NC(CCO)C(=O)O, CN(C)C=O, O, c1c[nH]cn1. Yields the product CC(C)(C)[Si](C)(C)OCCC(N)C(=O)O. Reaction SMILES: [C:14]([CH3:15])([CH3:16])([CH3:17])[Si:18]([CH3:19])([CH3:20])[Cl:21].[NH2:6][CH:7]([CH2:8][CH2:9][OH:10])[C:11]([OH:12])=[O:13].[O:23]=[CH:24][N:25]([CH3:26])[CH3:27].[OH2:22].[nH:1]1[cH:2][cH:3][n:4][cH:5]1>>[NH2:6][CH:7]([CH2:8][CH2:9][O:10][Si:18]([C:14]([CH3:15])([CH3:16])[CH3:17])([CH3:19])[CH3:20])[C:11]([OH:12])=[O:13]. Starting materials: CC(C)(C)OC(=O)C(C)(C)Sc1nc(CCO)cs1, Oc1ccc(-c2ccc(F)cc2)cc1, CC(C)OC(=O)N=NC(=O)OC(C)C, C1CCOC1, c1ccc(P(c2ccccc2)c2ccccc2)cc1. Yields the product CC(C)(C)OC(=O)C(C)(C)Sc1nc(CCOc2ccc(-c3ccc(F)cc3)cc2)cs1. As a reaction SMILES: [C:1]([CH3:2])([CH3:3])([CH3:4])[O:5][C:6]([C:7]([CH3:8])([CH3:9])[S:10][c:11]1[s:12][cH:13][c:14]([CH2:16][CH2:17][OH:18])[n:15]1)=[O:19].[F:20][c:21]1[cH:22][cH:23][c:24](-[c:27]2[cH:28][cH:29][c:30]([OH:33])[cH:31][cH:32]2)[cH:25][cH:26]1.[O:53]=[C:54]([O:55][CH:56]([CH3:57])[CH3:58])[N:59]=[N:60][C:61]([O:62][CH:63]([CH3:64])[CH3:65])=[O:66].[O:67]1[CH2:68][CH2:69][CH2:70][CH2:71]1.[c:34]1([P:35]([c:36]2[cH:37][cH:38][cH:39][cH:40][cH:41]2)[c:42]2[cH:43][cH:44][cH:45][cH:46][cH:47]2)[cH:48][cH:49][cH:50][cH:51][cH:52]1>>[C:1]([CH3:2])([CH3:3])([CH3:4])[O:5][C:6]([C:7]([CH3:8])([CH3:9])[S:10][c:11]1[s:12][cH:13][c:14]([CH2:16][CH2:17][O:18][c:30]2[cH:29][cH:28][c:27](-[c:24]3[cH:23][cH:22][c:21]([F:20])[cH:26][cH:25]3)[cH:32][cH:31]2)[n:15]1)=[O:19]. The reactants are Brc1cccnc1, [Li]CCCC, CON(C)C(=O)C(F)(F)F, CCCCCC, Cc1ccccc1, Cl, Cl, CON. Yields the product CON=C(c1cccnc1)C(F)(F)F. RXN SMILES: [Br:1][c:2]1[cH:3][n:4][cH:5][cH:6][cH:7]1.[CH2:8]([Li:9])[CH2:10][CH2:11][CH3:12].[CH3:13][N:14]([C:15]([C:16]([F:17])([F:18])[F:19])=[O:20])[O:21][CH3:22].[CH3:28][CH2:29][CH2:30][CH2:31][CH2:32][CH3:33].[CH3:34][c:35]1[cH:36][cH:37][cH:38][cH:39][cH:40]1.[ClH:23].[ClH:24].[O:25]([NH2:26])[CH3:27]>>[c:2]1([C:15](=[N:14][O:21][CH3:22])[C:16]([F:17])([F:18])[F:19])[cH:3][n:4][cH:5][cH:6][cH:7]1. Reactants: ClCCCN1N=C2N(C=CC=C2)C1=O (2-(3-chloropropyl)-1,2,4-triazolo[4,3-a]pyridin-3(2H)-one), crude base, C1(=CC=CC=C1)C (toluene), ClC1=CN=CC(=N1)N1CCNCC1 (6-chloro-2-(1-piperazinyl)pyrazine). The solvent is C(C)N(CC)CC (triethylamine). Yields the product Cl.ClC1=CN=CC(=N1)N1CCN(CC1)CCCN1N=C2N(C=CC=C2)C1=O (2-{3-[4-(6-chloro-2-pyrazinyl)-1-piperazinyl]propyl}-1,2,4-triazolo[4,3-a]pyridin-3(2H)-one hydrochloride). As a reaction SMILES: [Cl:1][CH2:2][CH2:3][CH2:4][N:5]1[C:13](=[O:14])[N:8]2[CH:9]=[CH:10][CH:11]=[CH:12][C:7]2=[N:6]1.C1(C)C=CC=CC=1.[Cl:22][C:23]1[N:28]=[C:27]([N:29]2[CH2:34][CH2:33][NH:32][CH2:31][CH2:30]2)[CH:26]=[N:25][CH:24]=1>C(N(CC)CC)C>[ClH:1].[Cl:22][C:23]1[N:28]=[C:27]([N:29]2[CH2:30][CH2:31][N:32]([CH2:2][CH2:3][CH2:4][N:5]3[C:13](=[O:14])[N:8]4[CH:9]=[CH:10][CH:11]=[CH:12][C:7]4=[N:6]3)[CH2:33][CH2:34]2)[CH:26]=[N:25][CH:24]=1 |f:4.5|. Procedure details: To a solution of 3.2 g. (15.1 mmole) of 2-(3-chloropropyl)-1,2,4-triazolo[4,3-a]pyridin-3(2H)-one in 25 ml. toluene is added 2.4 g. (12.1 mmole) of 6-chloro-2-(1-piperazinyl)pyrazine and 2.1 ml. triethylamine. The mixture is refluxed 3 days under N2, cooled, and filtered to give 1.85 g. of the crude base of the title compound. The crude base is chromatographed on silica gel to give the pure base on elution with 1-2% methanol-chloroform. This material is dissolved in absolute ethanol and the solu...